Dataset: the Open Reaction Database (ORD), a public repository of structured organic reaction records. Task: describe an organic reaction: reactants, conditions, products, and yield The reactants are CCCc1c(Cc2ccc(-c3ccccc3C#N)cc2F)c(=O)n(C2CC(C(C)=O)C2)c2ncnn12, O=C([O-])O, CC#N, ClC(Cl)Cl, O=C(OC(=O)C(F)(F)F)C(F)(F)F, [Na+], [Na+], [Na+], OO, O=S([O-])([O-])=S. Yields the product CCCc1c(Cc2ccc(-c3ccccc3C#N)cc2F)c(=O)n(C2CC(O)C2)c2ncnn12. As a reaction SMILES: [C:1](=[O:2])([CH3:3])[CH:4]1[CH2:5][CH:6]([n:8]2[c:9]3[n:10]([c:11]([CH2:31][CH2:32][CH3:33])[c:12]([CH2:15][c:16]4[c:17]([F:30])[cH:18][c:19](-[c:22]5[c:23]([C:28]#[N:29])[cH:24][cH:25][cH:26][cH:27]5)[cH:20][cH:21]4)[c:13]2=[O:14])[n:34][cH:35][n:36]3)[CH2:7]1.[C:52](=[O:53])([O-:54])[OH:55].[CH3:64][C:65]#[N:66].[CH:67]([Cl:68])([Cl:69])[Cl:70].[F:39][C:40]([F:41])([F:43])[C:44](=[O:42])[O:45][C:46](=[O:47])[C:48]([F:49])([F:50])[F:51].[Na+:56].[Na+:62].[Na+:63].[OH:37][OH:38].[S:57]([O-:58])([O-:59])(=[O:60])=[S:61]>>[CH:4]1([OH:42])[CH2:5][CH:6]([n:8]2[c:9]3[n:10]([c:11]([CH2:31][CH2:32][CH3:33])[c:12]([CH2:15][c:16]4[c:17]([F:30])[cH:18][c:19](-[c:22]5[c:23]([C:28]#[N:29])[cH:24][cH:25][cH:26][cH:27]5)[cH:20][cH:21]4)[c:13]2=[O:14])[n:34][cH:35][n:36]3)[CH2:7]1.